From a dataset of the Open Reaction Database (ORD), a public repository of structured organic reaction records. describe an organic reaction: reactants, conditions, products, and yield Reaction SMILES: [CH2:1]([C:3]1[N:12]=[C:11]2[C:6]([C:7](O)=[CH:8][CH:9]=[N:10]2)=[CH:5][CH:4]=1)[CH3:2].O=P(Cl)(Cl)[Cl:16]>>[Cl:16][C:7]1[CH:8]=[CH:9][N:10]=[C:11]2[C:6]=1[CH:5]=[CH:4][C:3]([CH2:1][CH3:2])=[N:12]2. Yields the product ClC1=C2C=CC(=NC2=NC=C1)CC (5-Chloro-2-ethyl-[1,8]naphthyridine). Procedure details: The product from Example 8e (200 mg, 1.14 mmol) was treated with POCl3 following the procedure from Example 7d giving the title compound as a brown solid (183 mg, 83%). Reactants: C(C)C1=CC=C2C(=CC=NC2=N1)O (7-Ethyl-[1,8]naphthyridin-4-ol), O=P(Cl)(Cl)Cl (POCl3). Yield: 83.0%.